This data is from the Open Reaction Database (ORD), a public repository of structured organic reaction records. The task is: describe an organic reaction: reactants, conditions, products, and yield The reactants are SC=1OC=CC1 (2-mercapto furan), ClCC(=O)O (chloroacetic acid), [OH-].[Na+] (sodium hydroxide), [OH-].[Na+] (sodium hydroxide), Cl (Hydrochloric acid). The solvent is C(C)O (ethanol), CO (methanol), O (water), O (water), O (water). Yields the product C(=O)(O)CC=1SC=CC1 (2-carboxymethylthiofuran). The yield is 74.0%. RXN SMILES: [OH-].[Na+].[SH:3][C:4]1O[CH:6]=[CH:7][CH:8]=1.Cl[CH2:10][C:11]([OH:13])=[O:12].Cl>O.CO.C(O)C>[C:11]([CH2:10][C:4]1[S:3][CH:6]=[CH:7][CH:8]=1)([OH:13])=[O:12] |f:0.1|. Procedure details: Aqueous solution of sodium hydroxide 8.8 g (0.22 mol) in water of 15 ml was added drop by drop to mixture of 2-mercapto furan 20.0 g (0.20 mol), chloroacetic acid 27.0 g (0.22 mol) and ethanol 300 ml with stirring at room temperature. After 20 minutes of stirring it was heated to 50° C., and further aqueous solution of sodium hydroxide 8.8 g (0.22 mol) in 15 ml of water was added slowly drop by drop. After stirring for 3 hours at 50° C., it was cooled to room temperature, and water was added til... Yields the product CC1(NN(C=C1)C1=NC(=CC=C1)Br)C(=O)O (3-methyl-1-(6-bromopyridin-2-yl)-1H-pyrazolecarboxylic acid). Run at time 18 hour. Starting materials: CC1(NN(C=C1)C1=NC=CC=C1)C(=O)O (3-methyl-1-(pyridin-2-yl)-1H-pyrazolecarboxylic acid), BrN1C(CCC1=O)=O (N-bromosuccinimide). As a reaction SMILES: [CH3:1][C:2]1([C:13]([OH:15])=[O:14])[CH:6]=[CH:5][N:4]([C:7]2[CH:12]=[CH:11][CH:10]=[CH:9][N:8]=2)[NH:3]1.[Br:16]N1C(=O)CCC1=O>C(Cl)(Cl)(Cl)Cl>[CH3:1][C:2]1([C:13]([OH:15])=[O:14])[CH:6]=[CH:5][N:4]([C:7]2[CH:12]=[CH:11][CH:10]=[C:9]([Br:16])[N:8]=2)[NH:3]1. Yield: 12.9%. Procedure: A mixture of 3-methyl-1-(pyridin-2-yl)-1H-pyrazolecarboxylic acid (7.0483 mmol, 1.63 g) and N-bromosuccinimide (2.51 g, 2.0 eq.) in carbon tetrachloride (40 mL) was stirred at ambient temperature for 18 h. The reaction mixture was filtered through celite to remove solid impurity and washed with carbon tetrachloride (30 mL). The filtrate was evaporated and purified by flash chromatography on a silica gel column (200 g) eluted with 3:1 hexane:ethyl acetate to give 0.258 g of pure 3-methyl-1-(6-bro... The solvent is C(Cl)(Cl)(Cl)Cl (carbon tetrachloride).